Dataset: the Open Reaction Database (ORD), a public repository of structured organic reaction records. Task: describe an organic reaction: reactants, conditions, products, and yield Reactants: CCO, CI, SC1=NCCCN1. The product is I, CSC1=NCCCN1. RXN SMILES: [CH3:10][CH2:11][OH:12].[CH3:8][I:9].[N:1]1=[C:2]([SH:7])[NH:3][CH2:4][CH2:5][CH2:6]1>>[IH:9].[N:1]1=[C:2]([S:7][CH3:8])[NH:3][CH2:4][CH2:5][CH2:6]1. Starting materials: C(CCCCCCC\C=C/CCCCCCCC)N (Oleylamine), C1(CCCO1)=O (γ-butyrolactone). Yields the product C(CCCCCCC\C=C/CCCCCCCC)N1C(CCC1)=O (N-oleyl-2-pyrrolidone). As a reaction SMILES: [CH2:1]([NH2:19])[CH2:2][CH2:3][CH2:4][CH2:5][CH2:6][CH2:7][CH2:8]/[CH:9]=[CH:10]\[CH2:11][CH2:12][CH2:13][CH2:14][CH2:15][CH2:16][CH2:17][CH3:18].[C:20]1(=O)[O:24][CH2:23][CH2:22][CH2:21]1>>[CH2:1]([N:19]1[CH2:20][CH2:21][CH2:22][C:23]1=[O:24])[CH2:2][CH2:3][CH2:4][CH2:5][CH2:6][CH2:7][CH2:8]/[CH:9]=[CH:10]\[CH2:11][CH2:12][CH2:13][CH2:14][CH2:15][CH2:16][CH2:17][CH3:18]. Procedure: Oleylamine (125 g, tech grade, 80% pure, 0.374 mole) was heated with γ-butyrolactone (27 ml, 0.35 mole) at 180° C. under nitrogen for 24 hours. The product was purified via vacuum distillation as a light yellow waxy solid. Mass Spectra: m/e (relative intensity) 335 (M+, 28.40). The reactants are CC1CSC2=C(O1)c1cc(Br)ccc1C(=O)C2=O, O=C([O-])[O-], C1COCCO1, [K+], [K+], OB(O)c1ccccc1. The product is CC1CSC2=C(O1)c1cc(-c3ccccc3)ccc1C(=O)C2=O. As a reaction SMILES: [Br:1][c:2]1[cH:3][cH:4][c:5]2[c:15]([cH:16]1)[C:9]1=[C:8]([C:7](=[O:17])[C:6]2=[O:18])[S:13][CH2:12][CH:11]([CH3:14])[O:10]1.[C:28](=[O:29])([O-:30])[O-:31].[CH2:34]1[O:35][CH2:36][CH2:37][O:38][CH2:39]1.[K+:32].[K+:33].[OH:19][B:20]([OH:21])[c:22]1[cH:23][cH:24][cH:25][cH:26][cH:27]1>>[c:2]1(-[c:22]2[cH:23][cH:24][cH:25][cH:26][cH:27]2)[cH:3][cH:4][c:5]2[c:15]([cH:16]1)[C:9]1=[C:8]([C:7](=[O:17])[C:6]2=[O:18])[S:13][CH2:12][CH:11]([CH3:14])[O:10]1. Starting materials: CCOC(=O)C (EtOAc), [O-]P(=O)([O-])[O-].[K+].[K+].[K+] (K3PO4), NC1=NC(=CC(=N1)Cl)Cl (2-amino-4,6-dichloropyrimidine), COC(=O)C=1C=NN2C1C=CC(=C2)O (6-Hydroxypyrazolo[1,5-a]pyridine-3-carboxylic acid methyl ester). Run in CN1CCCC1=O (NMP). Conditions: temperature 70 celsius, time 20 hour. Yields the product COC(=O)C=1C=NN2C1C=CC(=C2)OC2=NC(=NC(=C2)Cl)N (6-(2-Amino-6-chloro-pyrimidin-4-yloxy)-pyrazolo[1,5-a]pyridine-3-carboxylic acid methyl ester). As a reaction SMILES: [CH3:1][O:2][C:3]([C:5]1[CH:6]=[N:7][N:8]2[CH:13]=[C:12]([OH:14])[CH:11]=[CH:10][C:9]=12)=[O:4].[O-]P([O-])([O-])=O.[K+].[K+].[K+].[NH2:23][C:24]1[N:29]=[C:28](Cl)[CH:27]=[C:26]([Cl:31])[N:25]=1.CCOC(C)=O>CN1C(=O)CCC1>[CH3:1][O:2][C:3]([C:5]1[CH:6]=[N:7][N:8]2[CH:13]=[C:12]([O:14][C:28]3[CH:27]=[C:26]([Cl:31])[N:25]=[C:24]([NH2:23])[N:29]=3)[CH:11]=[CH:10][C:9]=12)=[O:4] |f:1.2.3.4|. Procedure details: 58.9 mg Product from Step 15.6 (0.31 mMol) are dissolved in 8 ml NMP and treated with 268 mg (1.2 mMol) K3PO4 and 75 mg (0.46 mMol) 2-amino-4,6-dichloropyrimidine at rt. The reaction mixture is warmed to 70° C. and stirred for 20 h at rt. It is worked up by addition of EtOAc and washed with H2O. The organic layer is dried and concentrated to give the crude product which is purified by recrystallization from EtOAc to give the title compound as a white powder: MS: [M+1]+=320; 1H MNR (DMSO-d6): δ p...